Dataset: the Open Reaction Database (ORD), a public repository of structured organic reaction records. Task: describe an organic reaction: reactants, conditions, products, and yield Starting materials: CCN=C=NCCCN(C)C, CCN(C(C)C)C(C)C, Cl, NCC(=O)N1CCC(Oc2cccc(C(F)(F)F)c2)CC1, CN(C)C=O, O, On1nnc2ccccc21, O=C(O)c1ccc2[nH]c3ccccc3c2c1. Yields the product O=C(NCC(=O)N1CCC(Oc2cccc(C(F)(F)F)c2)CC1)c1ccc2[nH]c3ccccc3c2c1. As a reaction SMILES: [CH3:36][CH2:37][N:38]=[C:39]=[N:40][CH2:41][CH2:42][CH2:43][N:44]([CH3:45])[CH3:46].[CH:1]([N:2]([CH2:3][CH3:4])[CH:5]([CH3:6])[CH3:7])([CH3:8])[CH3:9].[ClH:47].[NH2:48][CH2:49][C:50](=[O:51])[N:52]1[CH2:53][CH2:54][CH:55]([O:58][c:59]2[cH:60][c:61]([C:65]([F:66])([F:67])[F:68])[cH:62][cH:63][cH:64]2)[CH2:56][CH2:57]1.[O:69]=[CH:70][N:71]([CH3:72])[CH3:73].[OH2:74].[OH:26][n:27]1[c:28]2[c:29]([cH:30][cH:31][cH:32][cH:33]2)[n:34][n:35]1.[cH:10]1[cH:11][c:12]([C:23](=[O:24])[OH:25])[cH:13][c:14]2[c:15]3[cH:16][cH:17][cH:18][cH:19][c:20]3[nH:21][c:22]12>>[cH:10]1[cH:11][c:12]([C:23](=[O:25])[NH:48][CH2:49][C:50](=[O:51])[N:52]2[CH2:53][CH2:54][CH:55]([O:58][c:59]3[cH:60][c:61]([C:65]([F:66])([F:67])[F:68])[cH:62][cH:63][cH:64]3)[CH2:56][CH2:57]2)[cH:13][c:14]2[c:15]3[cH:16][cH:17][cH:18][cH:19][c:20]3[nH:21][c:22]12. Reactants: C(C1=CC=CC=C1)OC=1C(=NC=C(C1)Br)NC=1SC2=NC=C(C=C2N1)C(=O)OC (methyl 2-(3-(benzyloxy)-5-bromopyridin-2-ylamino)thiazolo[5,4-b]pyridine-6-carboxylate), [OH-].[Na+] (Sodium hydroxide). Run in CCO (EtOH). Run at time 8 hour. Yields the product C(C1=CC=CC=C1)OC=1C(=NC=C(C1)Br)NC=1SC2=NC=C(C=C2N1)C(=O)O (2-(3-(Benzyloxy)-5-bromopyridin-2-ylamino)thiazolo[5,4-b]pyridine-6-carboxylic acid). Isolated yield 102.9%. As a reaction SMILES: [CH2:1]([O:8][C:9]1[C:10]([NH:16][C:17]2[S:18][C:19]3[C:24]([N:25]=2)=[CH:23][C:22]([C:26]([O:28]C)=[O:27])=[CH:21][N:20]=3)=[N:11][CH:12]=[C:13]([Br:15])[CH:14]=1)[C:2]1[CH:7]=[CH:6][CH:5]=[CH:4][CH:3]=1.[OH-].[Na+]>CCO>[CH2:1]([O:8][C:9]1[C:10]([NH:16][C:17]2[S:18][C:19]3[C:24]([N:25]=2)=[CH:23][C:22]([C:26]([OH:28])=[O:27])=[CH:21][N:20]=3)=[N:11][CH:12]=[C:13]([Br:15])[CH:14]=1)[C:2]1[CH:7]=[CH:6][CH:5]=[CH:4][CH:3]=1 |f:1.2|. Procedure details: A 10 mL round-bottomed flask was charged with methyl 2-(3-(benzyloxy)-5-bromopyridin-2-ylamino)thiazolo[5,4-b]pyridine-6-carboxylate (80 mg, 0.17 mmol) and EtOH (3 mL). Sodium hydroxide (0.51 ml, 0.51 mmol) was added and stirred overnight. The methanol was removed and the residue was partitioned between methylene chloride and 0.5 N HCl. Solid K2CO3 was added to adjust to pH 5 and additional methanol was added. The organic layer was dried with sodium sulfate, filtered and concentrated in vacuo to... The reactants are CCBr, Cn1cc(-c2cn(COCC[Si](C)(C)C)c3ncc(O)cc23)cn1, CC(C)=O, [K+], [K+], O=C([O-])[O-]. Yields the product CCOc1cnc2c(c1)c(-c1cnn(C)c1)cn2COCC[Si](C)(C)C. RXN SMILES: [Br:25][CH2:26][CH3:27].[CH3:1][n:2]1[n:3][cH:4][c:5](-[c:7]2[cH:8][n:9]([CH2:17][O:18][CH2:19][CH2:20][Si:21]([CH3:22])([CH3:23])[CH3:24])[c:10]3[n:11][cH:12][c:13]([OH:16])[cH:14][c:15]23)[cH:6]1.[CH3:34][C:35](=[O:36])[CH3:37].[K+:28].[K+:29].[O-:30][C:31]([O-:32])=[O:33]>>[CH3:1][n:2]1[n:3][cH:4][c:5](-[c:7]2[cH:8][n:9]([CH2:17][O:18][CH2:19][CH2:20][Si:21]([CH3:22])([CH3:23])[CH3:24])[c:10]3[n:11][cH:12][c:13]([O:16][CH2:26][CH3:27])[cH:14][c:15]23)[cH:6]1. The reactants are BrC1=CC(=C(C(=O)N(C2CC2)[C@@H]2CC[C@H](CC2)CC(=O)OC)C=C1)F (methyl 2-(trans-4-(4-bromo-N-cyclopropyl-2-fluorobenzamido)cyclohexyl)acetate), [H-].[Al+3].[Li+].[H-].[H-].[H-] (lithium aluminum hydride). The solvent is C1CCOC1 (THF). Product: BrC1=CC(=C(C(=O)N([C@@H]2CC[C@H](CC2)CCO)C2CC2)C=C1)F (4-Bromo-N-cyclopropyl-2-fluoro-N-(trans-4-(2-hydroxyethyl)cyclohexyl)benzamide), solid. As a reaction SMILES: [Br:1][C:2]1[CH:24]=[CH:23][C:5]([C:6]([N:8]([C@H:12]2[CH2:17][CH2:16][C@H:15]([CH2:18][C:19](OC)=[O:20])[CH2:14][CH2:13]2)[CH:9]2[CH2:11][CH2:10]2)=[O:7])=[C:4]([F:25])[CH:3]=1.[H-].[Al+3].[Li+].[H-].[H-].[H-]>C1COCC1>[Br:1][C:2]1[CH:24]=[CH:23][C:5]([C:6]([N:8]([CH:9]2[CH2:11][CH2:10]2)[C@H:12]2[CH2:13][CH2:14][C@H:15]([CH2:18][CH2:19][OH:20])[CH2:16][CH2:17]2)=[O:7])=[C:4]([F:25])[CH:3]=1 |f:1.2.3.4.5.6|. Reported procedure: To a solution of methyl 2-(trans-4-(4-bromo-N-cyclopropyl-2-fluorobenzamido)cyclohexyl)acetate (0.050 g, 0.12 mmol) in THF (2 mL) was added lithium aluminum hydride (1.0 M solution in THF) (0.15 ml, 0.15 mmol) at 0° C. The reaction was quenched with saturated NH4Cl (10 mL) after 30 minutes. The mixture was extracted with EtOAc twice. The organic phase was dried over Na2SO4 and concentrated in vacuo. The crude product was purified by prep TLC eluting with 5% MeOH—CH2Cl2 and 50% EtOAc-hexane. The ... Starting materials: ClC1=NC=CC(=N1)C1=CN=C2N1C=CC(=N2)C(C)(O[Si](CC)(CC)CC)C (3-(2-chloropyrimidin-4-yl)-7-(1-methyl-1-triethylsilanyloxyethyl)imidazo[1,2-α]pyrimidine), O1C=C(C=C1)B(O)O (3-furanboronic acid), [O-]P(=O)([O-])[O-].[K+].[K+].[K+] (K3PO4). The reagents and catalysts are C=1C=CC(=CC1)[P](C=2C=CC=CC2)(C=3C=CC=CC3)[Pd]([P](C=4C=CC=CC4)(C=5C=CC=CC5)C=6C=CC=CC6)([P](C=7C=CC=CC7)(C=8C=CC=CC8)C=9C=CC=CC9)[P](C=1C=CC=CC1)(C=1C=CC=CC1)C=1C=CC=CC1 (tetrakis(triphenylphosphine)palladium(0)). The solvent is CC(=O)N(C)C (DMA). Run at temperature 90 celsius. The product is O1C=C(C=C1)C1=NC=CC(=N1)C1=CN=C2N1C=CC(=N2)C(C)(O[Si](CC)(CC)CC)C (3-[2-(furan-3-yl)pyrimidin-4-yl]-7-(1-methyl-1-triethylsilanyloxyethyl)imidazo[1,2-α]pyrimidine). The yield is 95.1%. Reaction SMILES: Cl[C:2]1[N:7]=[C:6]([C:8]2[N:12]3[CH:13]=[CH:14][C:15]([C:17]([CH3:27])([O:19][Si:20]([CH2:25][CH3:26])([CH2:23][CH3:24])[CH2:21][CH3:22])[CH3:18])=[N:16][C:11]3=[N:10][CH:9]=2)[CH:5]=[CH:4][N:3]=1.[O:28]1[CH:32]=[CH:31][C:30](B(O)O)=[CH:29]1.[O-]P([O-])([O-])=O.[K+].[K+].[K+]>CC(N(C)C)=O.C1C=CC([P]([Pd]([P](C2C=CC=CC=2)(C2C=CC=CC=2)C2C=CC=CC=2)([P](C2C=CC=CC=2)(C2C=CC=CC=2)C2C=CC=CC=2)[P](C2C=CC=CC=2)(C2C=CC=CC=2)C2C=CC=CC=2)(C2C=CC=CC=2)C2C=CC=CC=2)=CC=1>[O:28]1[CH:32]=[CH:31][C:30]([C:2]2[N:7]=[C:6]([C:8]3[N:12]4[CH:13]=[CH:14][C:15]([C:17]([CH3:27])([O:19][Si:20]([CH2:25][CH3:26])([CH2:23][CH3:24])[CH2:21][CH3:22])[CH3:18])=[N:16][C:11]4=[N:10][CH:9]=3)[CH:5]=[CH:4][N:3]=2)=[CH:29]1 |f:2.3.4.5,^1:53,55,74,93|. Reported procedure: A mixture of 3-(2-chloropyrimidin-4-yl)-7-(1-methyl-1-triethylsilanyloxyethyl)imidazo[1,2-α]pyrimidine (from Example 34) (200 mg, 0.49 mmol), 3-furanboronic acid (111 mg, 0.98 mmol), K3PO4 (457 mg, 1.96 mmol) and tetrakis(triphenylphosphine)palladium(0) (50 mg, 9 mol %) in DMA (6 ml) was heated at 90° C. for 45 min under N2. The reaction was concentrated under reduced pressure while azeotroping with xylene (3×30 ml). EtOAc (50 ml) and H2O (50 ml) were added and the organics separated and concent...